From a dataset of the Open Reaction Database (ORD), a public repository of structured organic reaction records. describe an organic reaction: reactants, conditions, products, and yield Starting materials: ClC1=CC=CC2=C1C(N1[C@H](C=3N2C=NC3C(=O)OCC)CCC1)=O (ethyl (S)-8-chloro-11,12,13,13a-tetrahydro-9-oxo-9H-imidazo[1,5-a]pyrrolo[2,1-c][1,4]benzodiazepine-1-carboxylate), C1(CC1)CCO (2-cyclopropyl-ethanol). Reagents/catalysts: CCO.CCO.CCO.CCO.[Ti] (tetraethyl orthotitanate). Run at time 14.5 hour. Yields the product ClC1=CC=CC2=C1C(N1[C@H](C=3N2C=NC3C(=O)OCCC3CC3)CCC1)=O (2-cyclopropylethyl (S)-8-chloro-11,12,13,13a-tetrahydro-9-oxo-9H-imidazo[1,5-a]pyrrolo[2,1-c][1,4]benzodiazepine-1-carboxylate). RXN SMILES: [Cl:1][C:2]1[C:7]2[C:8](=[O:24])[N:9]3[CH2:23][CH2:22][CH2:21][C@H:10]3[C:11]3[N:12]([CH:13]=[N:14][C:15]=3[C:16]([O:18][CH2:19][CH3:20])=[O:17])[C:6]=2[CH:5]=[CH:4][CH:3]=1.[CH:25]1(CCO)[CH2:27][CH2:26]1>CCO.CCO.CCO.CCO.[Ti]>[Cl:1][C:2]1[C:7]2[C:8](=[O:24])[N:9]3[CH2:23][CH2:22][CH2:21][C@H:10]3[C:11]3[N:12]([CH:13]=[N:14][C:15]=3[C:16]([O:18][CH2:19][CH2:20][CH:25]3[CH2:27][CH2:26]3)=[O:17])[C:6]=2[CH:5]=[CH:4][CH:3]=1 |f:2.3.4.5.6|. Procedure: A mixture of 3.45 g (10 mmol) of ethyl (S)-8-chloro-11,12,13,13a-tetrahydro-9-oxo-9H-imidazo[1,5-a]pyrrolo[2,1-c][1,4]benzodiazepine-1-carboxylate, 0.17 g (0.72 mmol) of tetraethyl orthotitanate and 7.5 g of 2-cyclopropyl-ethanol is stirred at 130° for 14.5 hours, about 2 ml of solvent being distilled off after 0.5 hour. The mixture is subsequently evaporated to dryness in vacuo, the residue is taken up in chloroform and chromatographed on silica gel while eluting with ethyl acetate. After cryst...